This data is from the Open Reaction Database (ORD), a public repository of structured organic reaction records. The task is: describe an organic reaction: reactants, conditions, products, and yield The reactants are NC1=CC=C2C(=CN3C(C2=C1)=NC=C(C3=O)C(=O)OCC)C (ethyl 10-amino-7-methyl-4-oxo-4H-pyrimido[2,1-a]isoquinoline-3-carboxylate), C1(=CC=CC=C1)N=C=O (phenyl isocyanate). Run in N1=CC=CC=C1 (pyridine). Conditions: time 8 hour. Product: C1(=CC=CC=C1)NC(NC1=CC=C2C(=CN3C(C2=C1)=NC=C(C3=O)C(=O)OCC)C)=O (ethyl 10-(3-phenylureido)-7-methyl-4-oxo-4H-pyrimido[2,1-a]isoquinoline-3-carboxylate). As a reaction SMILES: [NH2:1][C:2]1[CH:11]=[C:10]2[C:5]([C:6]([CH3:22])=[CH:7][N:8]3[C:15](=[O:16])[C:14]([C:17]([O:19][CH2:20][CH3:21])=[O:18])=[CH:13][N:12]=[C:9]32)=[CH:4][CH:3]=1.[C:23]1([N:29]=[C:30]=[O:31])[CH:28]=[CH:27][CH:26]=[CH:25][CH:24]=1>N1C=CC=CC=1>[C:23]1([NH:29][C:30](=[O:31])[NH:1][C:2]2[CH:11]=[C:10]3[C:5]([C:6]([CH3:22])=[CH:7][N:8]4[C:15](=[O:16])[C:14]([C:17]([O:19][CH2:20][CH3:21])=[O:18])=[CH:13][N:12]=[C:9]43)=[CH:4][CH:3]=2)[CH:28]=[CH:27][CH:26]=[CH:25][CH:24]=1. Reported procedure: To a solution of ethyl 10-amino-7-methyl-4-oxo-4H-pyrimido[2,1-a]isoquinoline-3-carboxylate (600 mg) in pyridine (60 ml) was added phenyl isocyanate (0.22 ml) at ice bath temperature. The reaction mixture was allowed to stir overnight at room temperature. The precipitate was collected, washed with methanol and dried. Recrystallization from dimethyl sulfoxide gave ethyl 10-(3-phenylureido)-7-methyl-4-oxo-4H-pyrimido[2,1-a]isoquinoline-3-carboxylate (0.58 g). Reactants: C(CC)N1C(C(C2=CC=CC=C12)=O)=O (1-propylindoline-2,3-dione), ClC=1C=C2C(C(NC2=CC1)=O)=O (5-chloroisatin), BrCCN1CCCCC1 (1-(2-bromoethyl)piperidine). Yields the product ClC=1C=C2C(C(N(C2=CC1)CCN1CCCCC1)=O)=O (5-chloro-1-(2-(piperidin-1-yl)ethyl)indoline-2,3-dione). As a reaction SMILES: C([N:4]1[C:12]2[C:7](=[CH:8][CH:9]=C[CH:11]=2)[C:6](=O)[C:5]1=O)CC.[Cl:15][C:16]1[CH:17]=[C:18]2[C:22](=[CH:23][CH:24]=1)[NH:21][C:20](=[O:25])[C:19]2=[O:26].BrCCN1CCCCC1>>[Cl:15][C:16]1[CH:17]=[C:18]2[C:22](=[CH:23][CH:24]=1)[N:21]([CH2:11][CH2:12][N:4]1[CH2:9][CH2:8][CH2:7][CH2:6][CH2:5]1)[C:20](=[O:25])[C:19]2=[O:26]. Reported procedure: Was prepared in an analogous manner to 1-propylindoline-2,3-dione using commercially available 5-chloroisatin (purchased from Fisher Scientific) and 1-(2-bromoethyl)piperidine (purchased from Fisher Scientific). 1H-NMR δ 7.55 (m, 2H), 6.95 (d, 1H), 3.84 (t, 2H), 2.58 (t, 2H), 2.46 (bs, 4H), 1.54 (m, 4H), 1.43 (m, 2H). The reactants are O (water), FC1=CN(C=C1F)C1=CC(=C(C=C1)N1N=C(C(C(=C1)OC)=O)C1=CC=NN1C1=CC=CC=C1)O (1-[4-(3,4-difluoro-1H-pyrrol-1-yl)-2-hydroxyphenyl]-5-methoxy-3-(1-phenyl-1H-pyrazol-5-yl)pyridazin-4(1H)-one), FC(S(=O)(=O)OCC(F)(F)F)(F)F (2,2,2-trifluoroethyl trifluoromethanesulfonate), C([O-])([O-])=O.[K+].[K+] (potassium carbonate). Run in CN(C)C=O (DMF). Run at time 30 minute. Yields the product FC1=CN(C=C1F)C1=CC(=C(C=C1)N1N=C(C(C(=C1)OC)=O)C1=CC=NN1C1=CC=CC=C1)OCC(F)(F)F (1-[4-(3,4-difluoro-1H-pyrrol-1-yl)-2-(2,2,2-trifluoroethoxy)phenyl]-5-methoxy-3-(1-phenyl-1H-pyrazol-5-yl)pyridazin-4(1H)-one). Yield: 80.6%. As a reaction SMILES: [F:1][C:2]1[C:6]([F:7])=[CH:5][N:4]([C:8]2[CH:13]=[CH:12][C:11]([N:14]3[CH:19]=[C:18]([O:20][CH3:21])[C:17](=[O:22])[C:16]([C:23]4[N:27]([C:28]5[CH:33]=[CH:32][CH:31]=[CH:30][CH:29]=5)[N:26]=[CH:25][CH:24]=4)=[N:15]3)=[C:10]([OH:34])[CH:9]=2)[CH:3]=1.FC(F)(F)S(O[CH2:41][C:42]([F:45])([F:44])[F:43])(=O)=O.C(=O)([O-])[O-].[K+].[K+].O>CN(C=O)C>[F:1][C:2]1[C:6]([F:7])=[CH:5][N:4]([C:8]2[CH:13]=[CH:12][C:11]([N:14]3[CH:19]=[C:18]([O:20][CH3:21])[C:17](=[O:22])[C:16]([C:23]4[N:27]([C:28]5[CH:33]=[CH:32][CH:31]=[CH:30][CH:29]=5)[N:26]=[CH:25][CH:24]=4)=[N:15]3)=[C:10]([O:34][CH2:41][C:42]([F:45])([F:44])[F:43])[CH:9]=2)[CH:3]=1 |f:2.3.4|. Procedure: A suspension of 1-[4-(3,4-difluoro-1H-pyrrol-1-yl)-2-hydroxyphenyl]-5-methoxy-3-(1-phenyl-1H-pyrazol-5-yl)pyridazin-4(1H)-one (138 mg), 2,2,2-trifluoroethyl trifluoromethanesulfonate (104 mg) and potassium carbonate (82 mg) in DMF (1.5 mL) was stirred at room temperature for 30 min. The reaction mixture was poured into water, and the mixture was extracted with ethyl acetate. The extract was washed with saturated brine, dried over anhydrous magnesium sulfate, and concentrated under reduced pressu... The reactants are O=C([O-])O, O=C([O-])C(=O)[O-], CCOCC, CO, ClC(Cl)Cl, N#CC(c1ccc(F)cc1)(c1ccccn1)C1CCNCC1, [K+], BrCCCOc1ccccc1, c1ccccc1. Product: O=C(O)C(=O)O, N#CC(c1ccc(F)cc1)(c1ccccn1)C1CCN(CCCOc2ccccc2)CC1. As a reaction SMILES: [C:34](=[O:35])([OH:36])[O-:37].[C:39]([C:40](=[O:41])[O-:42])(=[O:43])[O-:44].[CH2:55]([O:56][CH2:57][CH3:58])[CH3:59].[CH3:60][OH:61].[CH:51]([Cl:52])([Cl:53])[Cl:54].[F:1][c:2]1[cH:3][cH:4][c:5]([C:8]([C:9]#[N:10])([c:11]2[n:12][cH:13][cH:14][cH:15][cH:16]2)[CH:17]2[CH2:18][CH2:19][NH:20][CH2:21][CH2:22]2)[cH:6][cH:7]1.[K+:38].[O:23]([c:24]1[cH:25][cH:26][cH:27][cH:28][cH:29]1)[CH2:30][CH2:31][CH2:32][Br:33].[cH:45]1[cH:46][cH:47][cH:48][cH:49][cH:50]1>>[C:39]([C:40](=[O:41])[OH:42])(=[O:43])[OH:44].[F:1][c:2]1[cH:3][cH:4][c:5]([C:8]([C:9]#[N:10])([c:11]2[n:12][cH:13][cH:14][cH:15][cH:16]2)[CH:17]2[CH2:18][CH2:19][N:20]([CH2:32][CH2:31][CH2:30][O:23][c:24]3[cH:25][cH:26][cH:27][cH:28][cH:29]3)[CH2:21][CH2:22]2)[cH:6][cH:7]1. Reactants: Cl (HCl), C(C1=CC=CC=C1)ON1C(C=CC=C1)=O (benzyloxypyridin-2(1H)-one), BrC1=CC=C2C(=C1)N(C1=C2CCN2CCCCC12)C (10-Bromo-12-methyl-1,2,3,4,6,7,12,12b-octahydroindolo[2,3-a]quinolizine), BrC1=CC=C2C3=C(N(C2=C1)C)C1CCCN1CC3 (9-bromo-11-methyl-2,3,5,6,11,11b-hexahydro-1H-indolizino[8,7-b]indole). The solvent is CCOCC (Et2O), CO (CH3OH). Yields the product Cl.ClC=1C=CC(=NC1)C1=CC(N(C=C1)C1=CC=C2C(=C1)N(C1=C2CCN2CCCCC12)C)=O (4-(5-Chloropyridin-2-yl)-1-(12-methyl-1,2,3,4,6,7,12,12b-octahydroindolo[2,3-a]quinolizin-10-yl)pyridin-2(1H)-one Hydrochloride). Yield: 84.0%. Reaction SMILES: C(O[N:9]1[CH:14]=[CH:13][CH:12]=[CH:11][C:10]1=[O:15])C1C=CC=CC=1.Br[C:17]1[CH:22]=[C:21]2[N:23]([CH3:34])[C:24]3[CH:33]4[N:28]([CH2:29][CH2:30][CH2:31][CH2:32]4)[CH2:27][CH2:26][C:25]=3[C:20]2=[CH:19][CH:18]=1.BrC1C=C2C([C:40]3[CH2:52][CH2:51][N:50]4[CH:46](CCC4)[C:41]=3N2C)=CC=1.[ClH:53]>CO.CCOCC>[ClH:53].[Cl:53][C:41]1[CH:40]=[CH:52][C:51]([C:12]2[CH:13]=[CH:14][N:9]([C:17]3[CH:22]=[C:21]4[N:23]([CH3:34])[C:24]5[CH:33]6[N:28]([CH2:29][CH2:30][CH2:31][CH2:32]6)[CH2:27][CH2:26][C:25]=5[C:20]4=[CH:19][CH:18]=3)[C:10](=[O:15])[CH:11]=2)=[N:50][CH:46]=1 |f:6.7|. Procedure details: According to the procedure of Example 2 (step b), except substituting 4-(5-chloropyridin-2-yl)pyridin-2(1H)-one for 4-(benzyloxypyridin-2(1H)-one and substituting 10-Bromo-12-methyl-1,2,3,4,6,7,12,12b-octahydroindolo[2,3-a]quinolizine for 9-bromo-11-methyl-2,3,5,6,11,11b-hexahydro-1H-indolizino[8,7-b]indole, a yellow oil was obtained in 30% (56 mg). The yellow oil was dissolved in CH3OH (1 mL) and was treated with 2 N HCl in Et2O (1 mL). The resulting solid was isolated by filtration and dried u... The reactants are FC(S(=O)(=O)OC1=CC=C2C=C(C(OC2=C1)=O)C1=CC=C(C=C1)OC)(F)F (3-(4-methoxyphenyl)-2-oxo-2H-chromen-7-yl trifluoromethanesulfonate), C(#CC)O (propyn-1-ol), C([O-])([O-])=O.[Cs+].[Cs+] (caesium carbonate), C1(CCCCC1)P(C1=C(C=CC=C1)C1=C(C=C(C=C1C(C)C)C(C)C)C(C)C)C1CCCCC1 (2-dicyclohexylphosphino-2′,4′,6′-triisopropylbiphenyl), Cl (hydrochloric acid). Reagents/catalysts: CC#N.CC#N.Cl[Pd]Cl (bis(acetonitrile)palladium(II) chloride). The solvent is O (water), O1CCOCC1 (dioxane). Yields the product OCC#CC1=CC=C2C=C(C(OC2=C1)=O)C1=CC=C(C=C1)OC (7-(3-hydroxyprop-1-ynyl)-3-(4-methoxyphenyl)chromen-2-one). As a reaction SMILES: FC(F)(F)S(O[C:7]1[CH:16]=[C:15]2[C:10]([CH:11]=[C:12]([C:18]3[CH:23]=[CH:22][C:21]([O:24][CH3:25])=[CH:20][CH:19]=3)[C:13](=[O:17])[O:14]2)=[CH:9][CH:8]=1)(=O)=O.[C:28]([OH:31])#[C:29][CH3:30].C(=O)([O-])[O-].[Cs+].[Cs+].C1(P(C2CCCCC2)C2C=CC=CC=2C2C(C(C)C)=CC(C(C)C)=CC=2C(C)C)CCCCC1.Cl>O1CCOCC1.CC#N.CC#N.Cl[Pd]Cl.O>[OH:31][CH2:28][C:29]#[C:30][C:7]1[CH:16]=[C:15]2[C:10]([CH:11]=[C:12]([C:18]3[CH:23]=[CH:22][C:21]([O:24][CH3:25])=[CH:20][CH:19]=3)[C:13](=[O:17])[O:14]2)=[CH:9][CH:8]=1 |f:2.3.4,8.9.10|. Procedure details: 6.90 g (17.2 mmol) of 3-(4-methoxyphenyl)-2-oxo-2H-chromen-7-yl trifluoromethanesulfonate, 1.5 ml (25.4 mmol) of propyn-1-ol, 12.0 g (36.8 mmol) of caesium carbonate, 150 mg (0.578 mmol) of bis(acetonitrile)palladium(II) chloride and 800 mg (1.68 mmol) of 2-dicyclohexylphosphino-2′,4′,6′-triisopropylbiphenyl are left to stir at 60° C. for 3 h in 100 ml of dioxane, added to 400 ml of water and acidified using 2 N hydrochloric acid. The aqueous phase is extracted three times with ethyl acetate, an... The reactants are O=C1CCC(=O)N1Br, Nc1c(Cl)ccc(C2CC2)c1F, CN(C)C=O. The product is Nc1c(Cl)cc(Br)c(C2CC2)c1F. Reaction SMILES: [Br:13][N:14]1[C:15](=[O:16])[CH2:17][CH2:18][C:19]1=[O:20].[Cl:1][c:2]1[c:3]([NH2:4])[c:5]([F:12])[c:6]([CH:9]2[CH2:10][CH2:11]2)[cH:7][cH:8]1.[O:21]=[CH:22][N:23]([CH3:24])[CH3:25]>>[Cl:1][c:2]1[c:3]([NH2:4])[c:5]([F:12])[c:6]([CH:9]2[CH2:10][CH2:11]2)[c:7]([Br:13])[cH:8]1.